This data is from the Open Reaction Database (ORD), a public repository of structured organic reaction records. The task is: describe an organic reaction: reactants, conditions, products, and yield Starting materials: BrCCCC1(OCCO1)C1=C(C=C(C=C1)F)[N+](=O)[O-] (4-bromo-1-(4-fluoro-2-nitrophenyl)-1,1-ethylenedioxy-n-butane), OC1(CCNCC1)C1=CC(=CC=C1)C(F)(F)F (4-hydroxy-4-(3-trifluoromethylphenyl)piperidine), C([O-])([O-])=O.[K+].[K+] (potassium carbonate), [I-].[K+] (potassium iodide). Solvent: C(C(C)C)C(=O)C (methyl isobutyl ketone), O (water). Yields the product OC1(CCN(CC1)CCCC1(OCCO1)C1=C(C=C(C=C1)F)[N+](=O)[O-])C1=CC(=CC=C1)C(F)(F)F (4-[4-hydroxy-4-(3-trifluoromethylphenyl)piperidino]-1-(4-fluoro-2-nitrophenyl)-1,1-ethylenedioxy-n-butane). Reaction SMILES: Br[CH2:2][CH2:3][CH2:4][C:5]1([C:10]2[CH:15]=[CH:14][C:13]([F:16])=[CH:12][C:11]=2[N+:17]([O-:19])=[O:18])[O:9][CH2:8][CH2:7][O:6]1.[OH:20][C:21]1([C:27]2[CH:32]=[CH:31][CH:30]=[C:29]([C:33]([F:36])([F:35])[F:34])[CH:28]=2)[CH2:26][CH2:25][NH:24][CH2:23][CH2:22]1.C(=O)([O-])[O-].[K+].[K+].[I-].[K+]>O.C(C(C)=O)C(C)C>[OH:20][C:21]1([C:27]2[CH:32]=[CH:31][CH:30]=[C:29]([C:33]([F:36])([F:34])[F:35])[CH:28]=2)[CH2:26][CH2:25][N:24]([CH2:2][CH2:3][CH2:4][C:5]2([C:10]3[CH:15]=[CH:14][C:13]([F:16])=[CH:12][C:11]=3[N+:17]([O-:19])=[O:18])[O:9][CH2:8][CH2:7][O:6]2)[CH2:23][CH2:22]1 |f:2.3.4,5.6|. Reported procedure: A mixture of 3.7 g of 4-bromo-1-(4-fluoro-2-nitrophenyl)-1,1-ethylenedioxy-n-butane, 2.5 g of 4-hydroxy-4-(3-trifluoromethylphenyl)piperidine, 1.4 g of anhydrous potassium carbonate, a catalytic amount of potassium iodide and 20 ml of methyl isobutyl ketone was heated at 80°-90° C for 2 hours. After cooling, the reaction mixture was diluted with 100 ml of water and extracted with ethyl acetate. The extracts were washed with water and aqueous saturated sodium chloride solution, dried over anhydro... Reactants: [H][H] (hydrogen), [N+](=O)([O-])C1=CC=C(C=2C=NSC21)O (7-nitro-4-hydroxy-1,2-benzisothiazole), C(C)(=O)O (acetic acid), C(C)(=O)OC(C)=O (acetic anhydride). The reagents and catalysts are [Pd] (palladium-on-charcoal). Yields the product N(C(=O)C)C1=CC=C(C=2C=NSC21)OC(C)=O (7-acetamino-4-acetoxy-1,2-benzisothiazole). The yield is 67.0%. Reaction SMILES: [N+:1]([C:4]1[C:12]2[S:11][N:10]=[CH:9][C:8]=2[C:7]([OH:13])=[CH:6][CH:5]=1)([O-])=O.[C:14]([OH:17])(=O)[CH3:15].[H][H].[C:20](OC(=O)C)(=[O:22])[CH3:21]>[Pd]>[NH:1]([C:4]1[C:12]2[S:11][N:10]=[CH:9][C:8]=2[C:7]([O:13][C:14](=[O:17])[CH3:15])=[CH:6][CH:5]=1)[C:20]([CH3:21])=[O:22]. Procedure: 5.0 g of 7-nitro-4-hydroxy-1,2-benzisothiazole, in a mixture of 50 ml of acetic anhydride, 10 ml of acetic acid and 50 mg of a 5% strength palladium-on-charcoal catalyst, are left for 10 hours at 60° C. under 100 bars hydrogen pressure. After the mixture has cooled, the catalyst is filtered off, the filtrate is concentrated under reduced pressure and the partially crystalline crude product is recrystallized from acetic anhydride. 4.2 g (67% of theory) of 7-acetamino-4-acetoxy-1,2-benzisothiazole...